From a dataset of the Open Reaction Database (ORD), a public repository of structured organic reaction records. describe an organic reaction: reactants, conditions, products, and yield The reactants are CCO, O=C(OC1CCN(Cc2ccccc2)CC1)c1ccccc1[N+](=O)[O-]. Yields the product Nc1ccccc1C(=O)OC1CCN(Cc2ccccc2)CC1. Reaction SMILES: [CH3:26][CH2:27][OH:28].[N+:1]([O-:2])(=[O:3])[c:4]1[c:5]([C:6](=[O:7])[O:8][CH:9]2[CH2:10][CH2:11][N:12]([CH2:15][c:16]3[cH:17][cH:18][cH:19][cH:20][cH:21]3)[CH2:13][CH2:14]2)[cH:22][cH:23][cH:24][cH:25]1>>[NH2:1][c:4]1[c:5]([C:6](=[O:7])[O:8][CH:9]2[CH2:10][CH2:11][N:12]([CH2:15][c:16]3[cH:17][cH:18][cH:19][cH:20][cH:21]3)[CH2:13][CH2:14]2)[cH:22][cH:23][cH:24][cH:25]1. The reactants are BrC1=CC=C(S1)C1=NC=CC(=C1)N1CCN(CC1)C (1-[2-(5-bromo-thiophen-2-yl)-pyridin-4-yl]-4-methyl-piperazine), C1(=CC=CC=C1)B(O)O (phenylboronic acid). The product is CN1CCN(CC1)C1=CC(=NC=C1)C=1SC(=CC1)C1=CC=CC=C1 (1-Methyl-4-[2-(5-phenyl-thiophen-2-yl)-pyridin-4-yl]-piperazine). Reaction SMILES: Br[C:2]1[S:6][C:5]([C:7]2[CH:12]=[C:11]([N:13]3[CH2:18][CH2:17][N:16]([CH3:19])[CH2:15][CH2:14]3)[CH:10]=[CH:9][N:8]=2)=[CH:4][CH:3]=1.[C:20]1(B(O)O)[CH:25]=[CH:24][CH:23]=[CH:22][CH:21]=1>>[CH3:19][N:16]1[CH2:17][CH2:18][N:13]([C:11]2[CH:10]=[CH:9][N:8]=[C:7]([C:5]3[S:6][C:2]([C:20]4[CH:25]=[CH:24][CH:23]=[CH:22][CH:21]=4)=[CH:3][CH:4]=3)[CH:12]=2)[CH2:14][CH2:15]1. Procedure: The title compound was prepared by treating 1-[2-(5-bromo-thiophen-2-yl)-pyridin-4-yl]-4-methyl-piperazine with phenylboronic acid under conditions as described in Example 26.